This data is from the Open Reaction Database (ORD), a public repository of structured organic reaction records. The task is: describe an organic reaction: reactants, conditions, products, and yield Starting materials: C1=C(C=CC=2C3=CC=CC=C3CC12)CCC(C)=O (4-(2-fluorenyl)-butan-2-one), [BH4-].[Na+] (sodium borohydride). Run in CO (methanol). Yields the product C1=C(C=CC=2C3=CC=CC=C3CC12)CCC(C)O (4-(2-flourenyl)-butan-2-ol). The yield is 86.5%. RXN SMILES: [CH:1]1[C:13]2[CH2:12][C:11]3[C:6](=[CH:7][CH:8]=[CH:9][CH:10]=3)[C:5]=2[CH:4]=[CH:3][C:2]=1[CH2:14][CH2:15][C:16](=[O:18])[CH3:17].[BH4-].[Na+]>CO>[CH:1]1[C:13]2[CH2:12][C:11]3[C:6](=[CH:7][CH:8]=[CH:9][CH:10]=3)[C:5]=2[CH:4]=[CH:3][C:2]=1[CH2:14][CH2:15][CH:16]([OH:18])[CH3:17] |f:1.2|. Procedure details: To 200 ml of methanol was added 11 grams of 4-(2-fluorenyl)-butan-2-one, the mixture was cooled with ice, and 1.32 grams of sodium borohydride was slowly added thereto with stirring. After being stirred for one hour, methanol was removed therefrom by evaporation in vacuo, to the residue was added water, and the mixture was extracted with chloroform. The extract was washed with water, dried with magnesium sulfate, and the solvent was evaporated. The residue was recrystallized from ethyl acetate t... The reactants are S1C=CC=C1 (Thiophene), C(C)=O (acetaldehyde), C(C)(C)C1=CC=C(C(=O)N)C=C1 (4-isopropylbenzamide), C(=O)O.P(O)(O)(O)=O (formic acid phosphoric acid). Product: S1C(=CC=C1)C(C)NC(C1=CC=C(C=C1)C(C)C)=O (N-[1-(2-thienyl)ethyl]-4-isopropylbenzamide). Reaction SMILES: [S:1]1[CH:5]=[CH:4][CH:3]=[CH:2]1.[CH:6](=O)[CH3:7].[CH:9]([C:12]1[CH:20]=[CH:19][C:15]([C:16]([NH2:18])=[O:17])=[CH:14][CH:13]=1)([CH3:11])[CH3:10].C(O)=O.P(=O)(O)(O)O>>[S:1]1[CH:5]=[CH:4][CH:3]=[C:2]1[CH:6]([NH:18][C:16](=[O:17])[C:15]1[CH:19]=[CH:20][C:12]([CH:9]([CH3:11])[CH3:10])=[CH:13][CH:14]=1)[CH3:7] |f:3.4|. Reported procedure: Thiophene (100 mmol), acetaldehyde (10 mmol) and 4-isopropylbenzamide (10 mmol) were stirred in the following formic acid/phosphoric acid mixture at 20° C. for two hours to obtain N-[1-(2-thienyl)ethyl]-4-isopropylbenzamide: Starting materials: BrC=1C=C(C=CC1)OC (3-bromoanisole), Cl.FC=1C=C(C(=O)O)C=CC1OCCN1CCCCC1 (3-fluoro-4-(2-piperidin-1-ylethoxy)benzoic acid hydrochloride). The product is BrC1=C(C=CC(=C1)OC)C(=O)C1=CC(=C(C=C1)OCCN1CCCCC1)F ((2-Bromo-4-methoxyphenyl)[3-fluoro-4-(2-piperidin-1-ylethoxy)phenyl]methanone). RXN SMILES: [Br:1][C:2]1[CH:3]=[C:4]([O:8][CH3:9])[CH:5]=[CH:6][CH:7]=1.Cl.[F:11][C:12]1[CH:13]=[C:14]([CH:18]=[CH:19][C:20]=1[O:21][CH2:22][CH2:23][N:24]1[CH2:29][CH2:28][CH2:27][CH2:26][CH2:25]1)[C:15](O)=[O:16]>>[Br:1][C:2]1[CH:3]=[C:4]([O:8][CH3:9])[CH:5]=[CH:6][C:7]=1[C:15]([C:14]1[CH:18]=[CH:19][C:20]([O:21][CH2:22][CH2:23][N:24]2[CH2:29][CH2:28][CH2:27][CH2:26][CH2:25]2)=[C:12]([F:11])[CH:13]=1)=[O:16] |f:1.2|. Procedure: Synthesized from 3-bromoanisole (1.1 ml) and 3-fluoro-4-(2-piperidin-1-ylethoxy)benzoic acid hydrochloride (3.3 g) according to an analogous synthetic method to Preparation Example 66, the title compound (1.6 g) was obtained. Starting materials: C(C1=CC=CC=C1)O[C@@H]1N(C[C@@H](C1)SC(C1=CC=CC=C1)(C1=CC=CC=C1)C1=CC=CC=C1)C ((2S,4R)-2-benzyloxy-methyl-4-tritylsulfanyl-pyrrolidine), ClC(=O)OC1=CC=CC=C1 (phenyl chloroformate), N1=CC=CC=C1 (pyridine), Cl.CCOC(=O)C (HCl EtOAc). Solvent: C1CCOC1 (THF). Product: C1(=CC=CC=C1)OC(=O)N1[C@@H](C[C@H](C1)SC(C1=CC=CC=C1)(C1=CC=CC=C1)C1=CC=CC=C1)COCC1=CC=CC=C1 ((2S,4R)-2-benzyloxymethyl-4-tritylsulfanyl-pyrrolidine-1-carboxylic acid phenyl ester). Reaction SMILES: C(O[C@H]1[CH2:13][C@@H:12]([S:14][C:15]([C:28]2[CH:33]=[CH:32][CH:31]=[CH:30][CH:29]=2)([C:22]2[CH:27]=[CH:26][CH:25]=[CH:24][CH:23]=2)[C:16]2[CH:21]=[CH:20][CH:19]=[CH:18][CH:17]=2)[CH2:11][N:10]1[CH3:34])C1C=CC=CC=1.Cl[C:36]([O:38][C:39]1[CH:44]=[CH:43][CH:42]=[CH:41][CH:40]=1)=[O:37].N1[CH:50]=[CH:49][CH:48]=[CH:47][CH:46]=1.Cl.C[CH2:53][O:54][C:55]([CH3:57])=O>C1COCC1>[C:39]1([O:38][C:36]([N:10]2[CH2:11][C@H:12]([S:14][C:15]([C:28]3[CH:33]=[CH:32][CH:31]=[CH:30][CH:29]=3)([C:16]3[CH:21]=[CH:20][CH:19]=[CH:18][CH:17]=3)[C:22]3[CH:27]=[CH:26][CH:25]=[CH:24][CH:23]=3)[CH2:13][C@H:34]2[CH2:53][O:54][CH2:55][C:57]2[CH:50]=[CH:49][CH:48]=[CH:47][CH:46]=2)=[O:37])[CH:44]=[CH:43][CH:42]=[CH:41][CH:40]=1 |f:3.4|. Procedure details: A solution of 1.9 g (4.1 mmol) (2S,4R)-2-benzyloxy-methyl-4-tritylsulfanyl-pyrrolidine in 25 ml THF at 0° C. was treated with 0.57 ml (4.5 mmol) phenyl chloroformate and 0.41 ml (5.1 mmol) pyridine. After 2 h at room temperature the reaction was worked up with 1N HCl/EtOAc (3×), the organic phases were washed with H2O, aqueous saturated NaHCO3, dried and evaporated to give 2.6 g (quantitative) (2S,4R)-2-benzyloxymethyl-4-tritylsulfanyl-pyrrolidine-1-carboxylic acid phenyl ester, MS: 586 (MH+). Reactants: BrC1=CC=C(C(=O)NC2=CC=C3C=CC=NC3=C2)C=C1 (4-bromo-N-quinolin-7-ylbenzamide), CC1=C(C=CC=C1)B(O)O (2-methyl-phenylboronic acid). Product: CC1=C(C=CC=C1)C1=CC=C(C=C1)C(=O)NC1=CC=C2C=CC=NC2=C1 (2′-Methyl-N-quinolin-7-yl-1,1′-biphenyl-4-carboxamide). Reaction SMILES: Br[C:2]1[CH:20]=[CH:19][C:5]([C:6]([NH:8][C:9]2[CH:18]=[C:17]3[C:12]([CH:13]=[CH:14][CH:15]=[N:16]3)=[CH:11][CH:10]=2)=[O:7])=[CH:4][CH:3]=1.[CH3:21][C:22]1[CH:27]=[CH:26][CH:25]=[CH:24][C:23]=1B(O)O>>[CH3:21][C:22]1[CH:27]=[CH:26][CH:25]=[CH:24][C:23]=1[C:2]1[CH:20]=[CH:19][C:5]([C:6]([NH:8][C:9]2[CH:18]=[C:17]3[C:12]([CH:13]=[CH:14][CH:15]=[N:16]3)=[CH:11][CH:10]=2)=[O:7])=[CH:4][CH:3]=1. Procedure: Using the procedure outlined in Example 58, the title compound was prepared from 4-bromo-N-quinolin-7-ylbenzamide (Example 82) (50 mg, 0.153 mmol) and 2-methyl-phenylboronic acid (23 mg, 0.168 mmol) as a white solid. 1H NMR (400 MHz, CDCl3) δ (ppm): 8.92 (dd, 1H), 8.19 (d, 1H), 8.13 (m, 3H), 8.00, (d, 2H), 7.86 (d, 1H), 7.49 (d, 2H), 7.36 (dd, 1H), 7.29 (m, 4H), 2.30 (s, 3H). RXN SMILES: [CH3:28][CH2:29][OH:30].[O:1]1[CH:2]([CH2:4][O:5][c:6]2[cH:7][cH:8][c:9]([NH:12][C:13](=[O:14])[NH2:15])[cH:10][cH:11]2)[CH2:3]1.[c:16]1([N:22]2[CH2:23][CH2:24][NH:25][CH2:26][CH2:27]2)[cH:17][cH:18][cH:19][cH:20][cH:21]1>>[OH:1][CH:2]([CH2:3][N:25]1[CH2:24][CH2:23][N:22]([c:16]2[cH:17][cH:18][cH:19][cH:20][cH:21]2)[CH2:27][CH2:26]1)[CH2:4][O:5][c:6]1[cH:7][cH:8][c:9]([NH:12][C:13](=[O:14])[NH2:15])[cH:10][cH:11]1. Yields the product NC(=O)Nc1ccc(OCC(O)CN2CCN(c3ccccc3)CC2)cc1. The reactants are CCO, NC(=O)Nc1ccc(OCC2CO2)cc1, c1ccc(N2CCNCC2)cc1.